From a dataset of the Open Reaction Database (ORD), a public repository of structured organic reaction records. describe an organic reaction: reactants, conditions, products, and yield The reactants are CCCCBr, CCN(C(C)C)C(C)C, CN(C)C=O, CN1Cc2c(-c3noc(CN)n3)ncn2-c2ccsc2C1=O. The product is CCCCNCc1nc(-c2ncn3c2CN(C)C(=O)c2sccc2-3)no1. Reaction SMILES: [CH2:10]([CH2:11][CH2:12][CH3:13])[Br:14].[CH2:1]([N:2]([CH:3]([CH3:4])[CH3:5])[CH:6]([CH3:7])[CH3:8])[CH3:9].[CH3:37][N:38]([CH3:39])[CH:40]=[O:41].[NH2:15][CH2:16][c:17]1[n:18][c:19](-[c:22]2[n:23][cH:24][n:25]3[c:26]2[CH2:27][N:28]([CH3:36])[C:29](=[O:35])[c:30]2[c:31]-3[cH:32][cH:33][s:34]2)[n:20][o:21]1>>[CH2:10]([CH2:11][CH2:12][CH3:13])[NH:15][CH2:16][c:17]1[n:18][c:19](-[c:22]2[n:23][cH:24][n:25]3[c:26]2[CH2:27][N:28]([CH3:36])[C:29](=[O:35])[c:30]2[c:31]-3[cH:32][cH:33][s:34]2)[n:20][o:21]1. Reactants: OC1CN(CC1N)C(=O)OC(C)(C)C (3-hydroxy-4-amino-1-pyrrolidinecarboxylic acid, 1,1-dimethylethyl ester), C(=O)(OCC1=CC=CC=C1)N[C@@H](CC(C)C)C(=O)O (CBZ-leucine), C=1C=CC2=C(C1)N=NN2O (HOBT), C(CCl)Cl (EDC). Run in CCOC(=O)C (EtOAc). Yields the product CC(C)(C)OC(=O)N1CC(C(C1)C([C@@H](NC(=O)OCC1=CC=CC=C1)CC(C)C)=O)O (3-hydroxy-4-[N-[(phenylmethoxy)carbonyl]-L-leucyl]-1-pyrrolidinecarboxylic acid 1,1dimethylethyl ester). The yield is 65.6%. Reaction SMILES: [OH:1][CH:2]1[CH:6](N)[CH2:5][N:4]([C:8]([O:10][C:11]([CH3:14])([CH3:13])[CH3:12])=[O:9])[CH2:3]1.[C:15]([NH:25][C@H:26]([C:31](O)=[O:32])[CH2:27][CH:28]([CH3:30])[CH3:29])([O:17][CH2:18][C:19]1[CH:24]=[CH:23][CH:22]=[CH:21][CH:20]=1)=[O:16].C1C=CC2N(O)N=NC=2C=1.C(Cl)CCl>CCOC(C)=O>[CH3:12][C:11]([O:10][C:8]([N:4]1[CH2:5][CH:6]([C:31](=[O:32])[C@H:26]([CH2:27][CH:28]([CH3:29])[CH3:30])[NH:25][C:15]([O:17][CH2:18][C:19]2[CH:24]=[CH:23][CH:22]=[CH:21][CH:20]=2)=[O:16])[CH:2]([OH:1])[CH2:3]1)=[O:9])([CH3:14])[CH3:13]. Procedure details: To a solution of 3-hydroxy-4-amino-1-pyrrolidinecarboxylic acid, 1,1-dimethylethyl ester (202 mg, 1.14 mmol) in CH2CI2 (5 mL) was added CBZ-leucine (302.9 mg, 1.14 mmol), HOBT (154 mg, 1.14 mmol) and EDC (262.2 mg, 1.37 mmol). The reaction was allowed to stir until complete by TLC analysis whereupon it was diluted with EtOAc and washed sequentially with pH 4 buffer, sat. K2CO3, water and brine. The organic layer was dried (MgSO4), filtered and concentrated. Column chromatography of the residue (...